Dataset: the Open Reaction Database (ORD), a public repository of structured organic reaction records. Task: describe an organic reaction: reactants, conditions, products, and yield Reactants: O (water), C(C1=CC=CC=C1)OC(=O)N[C@H](C(C)C)C(=O)NC1=C(C(=O)O)C(=CC=C1)C (2-(N-benzyloxycarbonyl-D-valyl)amino-6-methylbenzoic acid). Reagents/catalysts: [Pd] (Pd-C). Solvent: CO (methanol). Reaction conditions: time 2 hour. The product is CC1=CC=CC(=C1C(=O)O)NC([C@H](N)C(C)C)=O (6-methyl-2-(D-valylamino)benzoic acid). Isolated yield 79.7%. As a reaction SMILES: O.C(OC([NH:12][C@@H:13]([C:17]([NH:19][C:20]1[CH:28]=[CH:27][CH:26]=[C:25]([CH3:29])[C:21]=1[C:22]([OH:24])=[O:23])=[O:18])[CH:14]([CH3:16])[CH3:15])=O)C1C=CC=CC=1>[Pd].CO>[CH3:29][C:25]1[C:21]([C:22]([OH:24])=[O:23])=[C:20]([NH:19][C:17](=[O:18])[C@@H:13]([CH:14]([CH3:15])[CH3:16])[NH2:12])[CH:28]=[CH:27][CH:26]=1. Procedure: 10% Pd-C (70 mg) was added to a 1% water-containing methanol solution (30 ml) of 2-(N-benzyloxycarbonyl-D-valyl)amino-6-methylbenzoic acid (669 mg), and the mixture was stirred under a hydrogen atmosphere at room temperature for two hours. After the catalyst was filtered off, the filtrate was concentrated to obtain 6-methyl-2-(D-valylamino)benzoic acid (347 mg). The reactants are COC(=O)C=1C=C2C(CCC2=CC1OC)=O (6-Methoxy-3-oxo-indan-5-carboxylic acid methyl ester), O[Li].O (LiOH.H2O). The solvent is C1CCOC1 (THF), O (H2O). Conditions: time 1 hour. The product is COC1=C(C=C2C(CCC2=C1)=O)C(=O)O (6-Methoxy-3-oxo-indan-5-carboxylic acid). Isolated yield 90.2%. RXN SMILES: C[O:2][C:3]([C:5]1[CH:6]=[C:7]2[C:11](=[CH:12][C:13]=1[O:14][CH3:15])[CH2:10][CH2:9][C:8]2=[O:16])=[O:4].O[Li].O>C1COCC1.O>[CH3:15][O:14][C:13]1[CH:12]=[C:11]2[C:7]([C:8](=[O:16])[CH2:9][CH2:10]2)=[CH:6][C:5]=1[C:3]([OH:4])=[O:2] |f:1.2|. Procedure details: 6-Methoxy-3-oxo-indan-5-carboxylic acid methyl ester (4 g, 18.18 mmol) was added to a solution of LiOH.H2O (2.2 g, 54.5 mmol) in THF (40 ml) and H2O (40 ml), then the mixture was heated to reflux and stirred for one hour. After removal of THF, the residue was acidified to PH=3, and the precipitate was collected and dried to give a white solid (3.38 g, 89.8%). LC-MS: m/e 207 (MH+)